From a dataset of the Open Reaction Database (ORD), a public repository of structured organic reaction records. describe an organic reaction: reactants, conditions, products, and yield Reactants: Cl (HCl), CN1[C@@H](C[C@H](C1)C)COC=1C=NC=CC1 (3-((trans-1,4-dimethyl-2(S)-pyrrolidinyl)methoxy)pyridine), Cl (HCl), CO (MeOH), N (NH3). Run in CCOCC (ether), C(C)OCC (diethyl ether). Product: Cl.Cl.CN1[C@@H](C[C@H](C1)C)COC=1C=NC=CC1 (3-((trans-1,4-dimethyl-2(S)-pyrrolidinyl)methoxy)pyridine dihydrochloride). Isolated yield 56.0%. As a reaction SMILES: [ClH:1].[CH3:2][N:3]1[CH2:7][C@H:6]([CH3:8])[CH2:5][C@H:4]1[CH2:9][O:10][C:11]1[CH:12]=[N:13][CH:14]=[CH:15][CH:16]=1.N.CO>CCOCC>[ClH:1].[ClH:1].[CH3:2][N:3]1[CH2:7][C@H:6]([CH3:8])[CH2:5][C@H:4]1[CH2:9][O:10][C:11]1[CH:12]=[N:13][CH:14]=[CH:15][CH:16]=1 |f:5.6.7|. Procedure details: A solution of HCl in ether was added dropwise to a stirred solution of compound 24b (55 mg, 0.27 mmol) in diethyl ether at room temperature. The resultant white precipitate was then collected by centrifugation and triturated with three portions of diethyl ether. The hygroscopic solid was obtained in 56% yield (42 mg). mp 223-225° C. MS m/e (DCI/NH3): 207 (M+H+). 1H NMR (DMSO-d6, 300 MHz) δ: 8.65 (d, J=2.9 Hz, 1H), 8.46 (d, J=5.9 Hz, 1H), 8.00 (dd, J=2.3, 8.7 Hz, 1H), 7.81 (dd, J=5.2, 8.7 Hz, 1H)... Yields the product Cc1c(C)c2c(c(C)c1O[Si](C(C)C)(C(C)C)C(C)C)CCC(=O)O2. Reactants: CCOC(C)=O, CC(C)[Si](Cl)(C(C)C)C(C)C, CN(C)C=O, Cc1c(C)c2c(c(C)c1O)CCC(=O)O2, c1c[nH]cn1. Reaction SMILES: [CH3:37][CH2:38][O:39][C:40](=[O:41])[CH3:42].[CH:16]([CH3:17])([CH3:18])[Si:19]([CH:20]([CH3:21])[CH3:22])([CH:23]([CH3:24])[CH3:25])[Cl:26].[O:32]=[CH:33][N:34]([CH3:35])[CH3:36].[OH:1][c:2]1[c:3]([CH3:15])[c:4]2[c:9]([c:10]([CH3:13])[c:11]1[CH3:12])[O:8][C:7](=[O:14])[CH2:6][CH2:5]2.[nH:27]1[cH:28][cH:29][n:30][cH:31]1>>[O:1]([c:2]1[c:3]([CH3:15])[c:4]2[c:9]([c:10]([CH3:13])[c:11]1[CH3:12])[O:8][C:7](=[O:14])[CH2:6][CH2:5]2)[Si:19]([CH:16]([CH3:17])[CH3:18])([CH:20]([CH3:21])[CH3:22])[CH:23]([CH3:24])[CH3:25]. The reactants are C(Cl)Cl (CH2Cl2), ClC=1C=C(C=CC1F)NC1=NC=NC2=CC(=C(C=C12)O)OC (4-((3-chloro-4-fluorophenyl)amino)-7-methoxyquinazolin-6-ol), BrCCCN1CC2C(CC1)COC2 (5-(3-bromopropyl)octahydrofuro[3,4-c]pyridine), C(=O)([O-])[O-].[K+].[K+] (K2CO3). Solvent: CN(C)C=O (DMF). Conditions: temperature 80 celsius. Yields the product ClC=1C=C(C=CC1F)NC1=NC=NC2=CC(=C(C=C12)OCCCN1CC2C(CC1)COC2)OC (N-(3-chloro-4-fluorophenyl)-6-(3-(hexahydrofuro[3,4-c]pyridin-5(3H)-yl)propoxy)-7-methoxyquinazolin-4-amine). Isolated yield 23.3%. RXN SMILES: [Cl:1][C:2]1[CH:3]=[C:4]([NH:9][C:10]2[C:19]3[C:14](=[CH:15][C:16]([O:21][CH3:22])=[C:17]([OH:20])[CH:18]=3)[N:13]=[CH:12][N:11]=2)[CH:5]=[CH:6][C:7]=1[F:8].Br[CH2:24][CH2:25][CH2:26][N:27]1[CH2:32][CH2:31][CH:30]2[CH2:33][O:34][CH2:35][CH:29]2[CH2:28]1.C([O-])([O-])=O.[K+].[K+].C(Cl)Cl>CN(C=O)C>[Cl:1][C:2]1[CH:3]=[C:4]([NH:9][C:10]2[C:19]3[C:14](=[CH:15][C:16]([O:21][CH3:22])=[C:17]([O:20][CH2:24][CH2:25][CH2:26][N:27]4[CH2:32][CH2:31][CH:30]5[CH2:33][O:34][CH2:35][CH:29]5[CH2:28]4)[CH:18]=3)[N:13]=[CH:12][N:11]=2)[CH:5]=[CH:6][C:7]=1[F:8] |f:2.3.4|. Procedure: A mixture of 4-((3-chloro-4-fluorophenyl)amino)-7-methoxyquinazolin-6-ol (140 mg, 0.44 mmol, 1 eq), 5-(3-bromopropyl)octahydrofuro[3,4-c]pyridine (90 mg, 0.44 mmol, 1 eq) and K2CO3 (135 mg, 0.98 mmol, 2 eq) in DMF (10 mL) was heated at 80° C. overnight under N2 and cooled to rt. To this, 50 mL of CH2Cl2 was added. The mixture was washed with brine (20 mL×3) and water (20 mL×2). The organic layer was dried over anhydrous Na2SO4 and concentrated in vacuo. The residue was purified by a silica gel c... Reactants: C(C)OC(=O)C1(CCC(CC1)O[Si](C)(C)C(C)(C)C)O (4-(tert-Butyl-dimethyl-silanyloxy)-1-hydroxy-cyclohexanecarboxylic acid ethyl ester), C(C)OC(=O)C1(CCC(CC1)O[Si](C)(C)C(C)(C)C)O (4-(tert-Butyl-dimethyl-silanyloxy)-1-hydroxy-cyclohexanecarboxylic acid ethyl ester), solution, [Li+].[OH-] (LiOH), C1CCOC1 (THF). Solvent: CO (MeOH). The product is C(C)(C)(C)[Si](OC1CCC(CC1)(C(=O)O)O)(C)C (4-(tert-Butyl-dimethyl-silanyloxy)-1-hydroxy-cyclohexanecarboxylic acid). As a reaction SMILES: C([O:3][C:4]([C:6]1([OH:20])[CH2:11][CH2:10][CH:9]([O:12][Si:13]([C:16]([CH3:19])([CH3:18])[CH3:17])([CH3:15])[CH3:14])[CH2:8][CH2:7]1)=[O:5])C.[Li+].[OH-].C1COCC1>CO>[C:16]([Si:13]([CH3:15])([CH3:14])[O:12][CH:9]1[CH2:10][CH2:11][C:6]([OH:20])([C:4]([OH:5])=[O:3])[CH2:7][CH2:8]1)([CH3:19])([CH3:18])[CH3:17] |f:1.2|. Reported procedure: 4-(tert-Butyl-dimethyl-silanyloxy)-1-hydroxy-cyclohexanecarboxylic acid ethyl ester (Intermediate 78, 1.35 g) was hydrolyzed to an acid by adding it to 45 ml of a solution of 1M LiOH in 1:1 THF:MeOH: at room temperature. The pH was adjusted to 3 and the mixture was extracted with ethyl acetate. The organic layer was dried over sodium sulfate, filtered, and concentrated to give the title compound. MS MH+ 275.4 Starting materials: O[C@@H]1C(OC2=C([C@H]1OC1=CC(CC1)=O)C=C(C=C2)C#N)(C)C (trans-3,4-dihydro-3-hydroxy-2,2-dimethyl-4-(3-oxo-1-cyclopent-1-enyloxy)-2H-1-benzopyran-6-carbonitrile), NC1=CC(OC1)=O (4-Amino-2-(5H)-furanone), [H-].[Na+] (sodium hydride). Run in CS(=O)C (dimethylsulfoxide). Product: O[C@@H]1C(OC2=C([C@H]1NC1=CC(OC1)=O)C=C(C=C2)C#N)(C)C (trans-3,4-dihydro-3-hydroxy-2,2-dimethyl-4-[2-oxofuran-4(5H)-ylamino]-2H-benzopyran-6-carbonitrile). RXN SMILES: [OH:1][C@H:2]1[C@H:7](OC2CCC(=O)C=2)[C:6]2[CH:15]=[C:16]([C:19]#[N:20])[CH:17]=[CH:18][C:5]=2[O:4][C:3]1([CH3:22])[CH3:21].[NH2:23][C:24]1[CH2:28][O:27][C:26](=[O:29])[CH:25]=1.[H-].[Na+]>CS(C)=O>[OH:1][C@H:2]1[C@H:7]([NH:23][C:24]2[CH2:28][O:27][C:26](=[O:29])[CH:25]=2)[C:6]2[CH:15]=[C:16]([C:19]#[N:20])[CH:17]=[CH:18][C:5]=2[O:4][C:3]1([CH3:21])[CH3:22] |f:2.3|. Procedure: 34,5 mg of the epoxide of example 1 and 17 mg of 4-Amino-2-(5H)-furanone (CAS 92089-08-2) are reacted analogously to example 5 with sodium hydride in dimethylsulfoxide. The usual working up yields yellowish crystalls of the title compound having a m.p. of 182° C. (from ethanol/dichloromethane, decomposition).